This data is from the Open Reaction Database (ORD), a public repository of structured organic reaction records. The task is: describe an organic reaction: reactants, conditions, products, and yield Reactants: N[C@@H]1CN(C[C@H]1O)C(=O)OC(C)(C)C (Trans-tert-butyl 3-amino-4-hydroxypyrrolidine-1-carboxylate), CN(\C=C(/C(=O)OCC)\C(C1=C(C=CC(=C1)I)F)=O)C ((Z)-Ethyl 3-(dimethylamino)-2-(2-fluoro-5-iodobenzoyl)acrylate), CN(\C=C(/C(=O)OCC)\C(C1=C(C=CC(=C1)I)F)=O)C ((Z)-Ethyl 3-(dimethylamino)-2-(2-fluoro-5-iodobenzoyl)acrylate), C([O-])([O-])=O.[K+].[K+] (potassium carbonate). Run in O (Water). Run at temperature 50 celsius, time 1 hour. Product: C(C)(C)(C)OC(=O)N1C[C@H]([C@@H](C1)O)N1C=C(C(C2=CC(=CC=C12)I)=O)C(=O)OCC (racemic trans-ethyl 1-(1-(tert-butoxycarbonyl)-4-hydroxypyrrolidin-3-yl)-6-iodo-4-oxo-1,4-dihydroquinoline-3-carboxylate). Yield: 63.2%. RXN SMILES: [NH2:1][C@H:2]1[C@H:6]([OH:7])[CH2:5][N:4]([C:8]([O:10][C:11]([CH3:14])([CH3:13])[CH3:12])=[O:9])[CH2:3]1.CN(C)/[CH:17]=[C:18](/[C:24](=[O:33])[C:25]1[CH:30]=[C:29]([I:31])[CH:28]=[CH:27][C:26]=1F)\[C:19]([O:21][CH2:22][CH3:23])=[O:20].C(=O)([O-])[O-].[K+].[K+]>O>[C:11]([O:10][C:8]([N:4]1[CH2:5][C@@H:6]([OH:7])[C@H:2]([N:1]2[C:26]3[C:25](=[CH:30][C:29]([I:31])=[CH:28][CH:27]=3)[C:24](=[O:33])[C:18]([C:19]([O:21][CH2:22][CH3:23])=[O:20])=[CH:17]2)[CH2:3]1)=[O:9])([CH3:14])([CH3:13])[CH3:12] |f:2.3.4|. Reported procedure: Trans-tert-butyl 3-amino-4-hydroxypyrrolidine-1-carboxylate (500 mg, 2.47 mmol) was added to the solution of (Z)-ethyl 3-(dimethylamino)-2-(3-iodobenzoyl)acrylate (Intermediate 24, 0.34M, 6.7 mL, 2.25 mmol) and the mixture was heated at 50° C. for 3 hour. The solvent was removed in vacuo and the residue was dried in a vacuum oven for 1.5 hours. The residue was then dissolved in dimethyl formamide (5 mL) and potassium carbonate powder (435 mg, 3.15 mmol) was added. The reaction was heated at 70° ... Reactants: CC(Oc1cc(Cl)nc(SCc2cccc(F)c2F)n1)C1COC(C)(C)O1, CC(C)(C)OC(=O)N1CCN(S(N)(=O)=O)CC1. The product is CC(Oc1cc(NS(=O)(=O)N2CCN(C(=O)OC(C)(C)C)CC2)nc(SCc2cccc(F)c2F)n1)C1COC(C)(C)O1. RXN SMILES: [Cl:18][c:19]1[n:20][c:21]([S:35][CH2:36][c:37]2[c:38]([F:44])[c:39]([F:43])[cH:40][cH:41][cH:42]2)[n:22][c:23]([O:25][CH:26]([CH3:27])[CH:28]2[O:29][C:30]([CH3:33])([CH3:34])[O:31][CH2:32]2)[cH:24]1.[S:1]([NH2:2])(=[O:3])(=[O:4])[N:5]1[CH2:6][CH2:7][N:8]([C:11](=[O:12])[O:13][C:14]([CH3:15])([CH3:16])[CH3:17])[CH2:9][CH2:10]1>>[S:1]([NH:2][c:19]1[n:20][c:21]([S:35][CH2:36][c:37]2[c:38]([F:44])[c:39]([F:43])[cH:40][cH:41][cH:42]2)[n:22][c:23]([O:25][CH:26]([CH3:27])[CH:28]2[O:29][C:30]([CH3:33])([CH3:34])[O:31][CH2:32]2)[cH:24]1)(=[O:3])(=[O:4])[N:5]1[CH2:6][CH2:7][N:8]([C:11](=[O:12])[O:13][C:14]([CH3:15])([CH3:16])[CH3:17])[CH2:9][CH2:10]1. The reactants are [H-].[Na+] (NaH), ONC(N(C)C)=N (3-hydroxy-1,1-dimethyl-guanidine), C(C)OC(CSC1=CC=CC=C1)=O (phenylsulfanyl-acetic acid ethyl ester). The solvent is C1CCOC1 (THF). Conditions: time 30 minute. Yields the product CN(C1=NOC(=N1)CSC1=CC=CC=C1)C (dimethyl-(5-phenylsulfanylmethyl-[1,2,4]oxadiazol-3-yl)-amine). Yield: 63.8%. RXN SMILES: [OH:1][NH:2][C:3](=[NH:7])[N:4]([CH3:6])[CH3:5].[H-].[Na+].C(O[C:13](=O)[CH2:14][S:15][C:16]1[CH:21]=[CH:20][CH:19]=[CH:18][CH:17]=1)C>C1COCC1>[CH3:5][N:4]([CH3:6])[C:3]1[N:7]=[C:13]([CH2:14][S:15][C:16]2[CH:21]=[CH:20][CH:19]=[CH:18][CH:17]=2)[O:1][N:2]=1 |f:1.2|. Reported procedure: To a stirred suspension of 14 g (0.129 mol, 1.4 eq) of 3-hydroxy-1,1-dimethyl-guanidine in 300 mL dry THF at 0° C. was added portionwise 6.191 g (0.155 mol, 1.2 eq) of NaH (60% in oil). The resulting heavy suspension was stirred at RT for 1 hour 30 minutes. Then, 28.126 g (0.129 mol) phenylsulfanyl-acetic acid ethyl ester were slowly added. The reaction mixture was stirred at RT for 2 hours and then at 65° C. for 1 hour. The reaction was quenched by addition of a saturated aqueous solution of NH...